From a dataset of the Open Reaction Database (ORD), a public repository of structured organic reaction records. describe an organic reaction: reactants, conditions, products, and yield The reactants are BrC=1C=CC(=NC1)CCO (2-(5-bromopyridin-2-yl)ethanol), BrC=1C=CC(=NC1)CCO (2-(5-bromopyridin-2-yl)ethanol), BrC1=NC=C(C=C1)CCI (2-bromo-5-(2-iodoethyl)pyridine). The product is BrC=1C=CC(=NC1)CCI (5-Bromo-2-(2-iodoethyl)pyridine). The yield is 77.0%. As a reaction SMILES: [Br:1][C:2]1[CH:3]=[CH:4][C:5]([CH2:8][CH2:9]O)=[N:6][CH:7]=1.BrC1C=CC(CC[I:20])=CN=1>>[Br:1][C:2]1[CH:3]=[CH:4][C:5]([CH2:8][CH2:9][I:20])=[N:6][CH:7]=1. Reported procedure: The title compound (3571 mg, 77%) was prepared from 2-(5-bromopyridin-2-yl)ethanol (Compound 6, Preparation 4) (3.0 g, 14.9 mmol) by a procedure analogous to that described for the preparation of 2-bromo-5-(2-iodoethyl)pyridine in Preparation 2, Step 1. MS (LCMS) m/z 312.0 (M+1). 1H NMR (400 MHz, CHLOROFORM-d) δ ppm 3.24-3.36 (m, 2H) 3.41-3.56 (m, 2H) 7.06 (d, J=8.20 Hz, 1H) 7.74 (dd, J=8.20, 2.34 Hz, 1H) 8.60 (d, J=2.34 Hz, 1H). The reactants are O=C([O-])[O-], CC#CC(CC(=O)OC)c1ccc(O)cc1, CC(C)=O, [Cs+], [Cs+], FC(F)(F)c1ccc(-c2cccc(CCl)c2)cc1. Yields the product CC#CC(CC(=O)OC)c1ccc(OCc2cccc(-c3ccc(C(F)(F)F)cc3)c2)cc1. As a reaction SMILES: [C:35](=[O:36])([O-:37])[O-:38].[CH3:19][O:20][C:21]([CH2:22][CH:23]([C:24]#[C:25][CH3:26])[c:27]1[cH:28][cH:29][c:30]([OH:33])[cH:31][cH:32]1)=[O:34].[CH3:41][C:42](=[O:43])[CH3:44].[Cs+:39].[Cs+:40].[F:1][C:2]([c:3]1[cH:4][cH:5][c:6](-[c:9]2[cH:10][c:11]([CH2:12][Cl:13])[cH:14][cH:15][cH:16]2)[cH:7][cH:8]1)([F:17])[F:18]>>[F:1][C:2]([c:3]1[cH:4][cH:5][c:6](-[c:9]2[cH:10][c:11]([CH2:12][O:33][c:30]3[cH:29][cH:28][c:27]([CH:23]([CH2:22][C:21]([O:20][CH3:19])=[O:34])[C:24]#[C:25][CH3:26])[cH:32][cH:31]3)[cH:14][cH:15][cH:16]2)[cH:7][cH:8]1)([F:17])[F:18]. Starting materials: ClCC1=CC(=C(OCC=2N=C(OC2C)C=2OC=CC2)C=C1)OC (4-{[4-(chloromethyl)-2-methoxyphenoxy]methyl}-2-(2-furyl)-5-methyl-1,3-oxazole), OC1=NN(C=C1C(=O)OCC)CC=1C=NC=CC1 (ethyl 3-hydroxy-1-(pyridin-3-ylmethyl)-1H-pyrazole-4-carboxylate), CN(C=O)C (N,N-dimethylformamide), [H-].[Na+] (sodium hydride). Run in O (Water). Conditions: time 1 hour. Product: O1C(=CC=C1)C=1OC(=C(N1)COC1=C(C=C(COC2=NN(C=C2C(=O)OCC)CC=2C=NC=CC2)C=C1)OC)C (ethyl 3-[(4-{[2-(2-furyl)-5-methyl-1,3-oxazol-4-yl]methoxy}-3-methoxybenzyl)oxy]-1-(pyridin-3-ylmethyl)-1H-pyrazole-4-carboxylate). The yield is 66.9%. RXN SMILES: Cl[CH2:2][C:3]1[CH:21]=[CH:20][C:6]([O:7][CH2:8][C:9]2[N:10]=[C:11]([C:15]3[O:16][CH:17]=[CH:18][CH:19]=3)[O:12][C:13]=2[CH3:14])=[C:5]([O:22][CH3:23])[CH:4]=1.[OH:24][C:25]1[C:29]([C:30]([O:32][CH2:33][CH3:34])=[O:31])=[CH:28][N:27]([CH2:35][C:36]2[CH:37]=[N:38][CH:39]=[CH:40][CH:41]=2)[N:26]=1.CN(C)C=O.[H-].[Na+]>O>[O:16]1[CH:17]=[CH:18][CH:19]=[C:15]1[C:11]1[O:12][C:13]([CH3:14])=[C:9]([CH2:8][O:7][C:6]2[CH:20]=[CH:21][C:3]([CH2:2][O:24][C:25]3[C:29]([C:30]([O:32][CH2:33][CH3:34])=[O:31])=[CH:28][N:27]([CH2:35][C:36]4[CH:37]=[N:38][CH:39]=[CH:40][CH:41]=4)[N:26]=3)=[CH:4][C:5]=2[O:22][CH3:23])[N:10]=1 |f:3.4|. Procedure details: To a mixture of 4-{[4-(chloromethyl)-2-methoxyphenoxy]methyl}-2-(2-furyl)-5-methyl-1,3-oxazole (0.94 g), ethyl 3-hydroxy-1-(pyridin-3-ylmethyl)-1H-pyrazole-4-carboxylate (0.55 g) and N,N-dimethylformamide (20 mL) was added sodium hydride (60% in oil, 0.10 g) at room temperature. After stirring the reaction mixture at room temperature for 1 hr, the mixture was further stirred at 90° C. for 1 hr. Water was poured into the reaction mixture, and the mixture was extracted with ethyl acetate. The orga... As a reaction SMILES: [Br:1][c:2]1[cH:3][c:4]2[c:8]([cH:9][cH:10]1)[CH:7]([OH:11])[CH2:6][CH2:5]2.[Cl:17][CH2:18][Cl:19].[OH2:16].[S:12]([Cl:13])([Cl:14])=[O:15]>>[Br:1][c:2]1[cH:3][c:4]2[c:8]([cH:9][cH:10]1)[CH:7]([Cl:14])[CH2:6][CH2:5]2. The product is ClC1CCc2cc(Br)ccc21. Starting materials: OC1CCc2cc(Br)ccc21, ClCCl, O, O=S(Cl)Cl. The reactants are O (water), C([O-])(O)=O.[Na+] (sodium bicarbonate), ClCC=1N=C(SC1)C1=NC=CC=C1 (4-chloromethyl-2-(2-pyridyl)-1,3-thiazole), NC1=NC(=C(C(=C1C#N)C1=CC=C(C=C1)OCCOC)C#N)S (2-amino-4-[4-(2-methoxyethoxy)phenyl]-6-sulphanyl-pyridine-3,5-dicarbonitrile). The solvent is CN(C)C=O (DMF). Run at time 8 hour. The product is NC1=NC(=C(C(=C1C#N)C1=CC=C(C=C1)OCCOC)C#N)SCC=1N=C(SC1)C1=NC=CC=C1 (2-Amino-4-[4-(2-methoxyethoxy)phenyl]-6-[(2-(2-pyridyl)-1,3-thiazol-4-yl)methyl -sulphanyl]pyridine-3,5-dicarbonitrile). Reaction SMILES: [NH2:1][C:2]1[C:7]([C:8]#[N:9])=[C:6]([C:10]2[CH:15]=[CH:14][C:13]([O:16][CH2:17][CH2:18][O:19][CH3:20])=[CH:12][CH:11]=2)[C:5]([C:21]#[N:22])=[C:4]([SH:23])[N:3]=1.C(=O)(O)[O-].[Na+].Cl[CH2:30][C:31]1[N:32]=[C:33]([C:36]2[CH:41]=[CH:40][CH:39]=[CH:38][N:37]=2)[S:34][CH:35]=1.O>CN(C=O)C>[NH2:1][C:2]1[C:7]([C:8]#[N:9])=[C:6]([C:10]2[CH:11]=[CH:12][C:13]([O:16][CH2:17][CH2:18][O:19][CH3:20])=[CH:14][CH:15]=2)[C:5]([C:21]#[N:22])=[C:4]([S:23][CH2:30][C:31]2[N:32]=[C:33]([C:36]3[CH:41]=[CH:40][CH:39]=[CH:38][N:37]=3)[S:34][CH:35]=2)[N:3]=1 |f:1.2|. Procedure details: 50 mg (0.15 mmol) of 2-amino-4-[4-(2-methoxyethoxy)phenyl]-6-sulphanyl-pyridine-3,5-dicarbonitrile are dissolved in 1 ml of DMF. 51.5 mg (0.61 mmol) of sodium bicarbonate and 58.6 mg (0.23 mmol) of 4-chloromethyl-2-(2-pyridyl)-1,3-thiazole are then added. The suspension is shaken RT overnight, and water is added. The precipitate is filtered off with suction, washed with ethanol and diethyl ether and dried at 40° C. under reduced pressure. This gives 67.4 mg (87.9% of theory) of product. The reactants are solution, Cl (hydrogen chloride), COC=1C=C(C=CC1)CCC1=C(OC[C@@H]2CN(CCO2)C)C=CC=C1 ((S)-2-{2-[2-(3-methoxyphenyl)ethyl]phenoxymethyl}-4-methylmorpholine). The solvent is O1CCOCC1 (dioxane), C(C)(=O)OCC (ethyl acetate). Yields the product Cl.COC=1C=C(C=CC1)CCC1=C(OC[C@@H]2CN(CCO2)C)C=CC=C1 ((S)-2-{2-[2-(3-Methoxyphenyl)ethyl]phenoxymethyl}-4-methylmorpholine hydrochloride). The yield is 91.0%. RXN SMILES: [ClH:1].[CH3:2][O:3][C:4]1[CH:5]=[C:6]([CH2:10][CH2:11][C:12]2[CH:26]=[CH:25][CH:24]=[CH:23][C:13]=2[O:14][CH2:15][C@H:16]2[O:21][CH2:20][CH2:19][N:18]([CH3:22])[CH2:17]2)[CH:7]=[CH:8][CH:9]=1>O1CCOCC1.C(OCC)(=O)C>[ClH:1].[CH3:2][O:3][C:4]1[CH:5]=[C:6]([CH2:10][CH2:11][C:12]2[CH:26]=[CH:25][CH:24]=[CH:23][C:13]=2[O:14][CH2:15][C@H:16]2[O:21][CH2:20][CH2:19][N:18]([CH3:22])[CH2:17]2)[CH:7]=[CH:8][CH:9]=1 |f:4.5|. Procedure details: 1 ml of a 4N solution of hydrogen chloride in dioxane was added to a solution of 1.04 g of (S)-2-{2-[2-(3-methoxyphenyl)ethyl]phenoxymethyl}-4-methylmorpholine [prepared as described in step (a) above] in 20 ml of ethyl acetate, and the resulting mixture was allowed to stand at room temperature. The crystals which precipitated were collected by filtration and dried in vacuo, to give 1.05 g (yield 91%) of the title compound as colorless crystals, melting at 186°-187° C. Starting materials: C=C, CCN(CC)C(=O)Cl, CC(C)=O, NC(N)=O. Yields the product CCN(CC)C(=O)N1CCNC1=O. As a reaction SMILES: [CH2:5]=[CH2:6].[CH2:7]([CH3:8])[N:9]([C:10](=[O:11])[Cl:12])[CH2:13][CH3:14].[CH3:15][C:16](=[O:17])[CH3:18].[NH2:1][C:2](=[O:3])[NH2:4]>>[N:1]1([C:10]([N:9]([CH2:7][CH3:8])[CH2:13][CH3:14])=[O:11])[C:2](=[O:3])[NH:4][CH2:5][CH2:6]1. Reactants: C(O)(O)=O.C(C)OC(=O)C1CCN(CC1)C(=O)N.N(C(=N)N)C1=CC=C(C(=O)NC(CC2=CC(=CC=C2)OC2=CC=CC=C2)C(=O)O)C=C1 (N-(4-guanidinobenzoyl)-3-phenoxy-DL-phenylalanine 4-ethoxycarbonylpiperidinoamide carbonate), Cl.O1CCOCC1 (hydrogen chloride 1,4-dioxane). The solvent is CCCCCC (Hexane). Reaction conditions: time 1 hour. Product: Cl.C(C)OC(C(NC(=O)[C@@H]1CC[C@H](CC1)CN)CC1=CC(=CC=C1)OC1=CC=CC=C1)=O (N-(trans-4-aminomethylcyclohexylcarbonyl)-3-phenoxy-DL-phenylalanine ethyl ester hydrochloride). RXN SMILES: C(=O)(O)O.C(OC(C1CC[N:13](C(N)=O)[CH2:12]C1)=O)C.N([C:23]1[CH:49]=[CH:48][C:26]([C:27]([NH:29][CH:30]([C:45]([OH:47])=[O:46])[CH2:31][C:32]2[CH:37]=[CH:36][CH:35]=[C:34]([O:38][C:39]3[CH:44]=[CH:43][CH:42]=[CH:41][CH:40]=3)[CH:33]=2)=[O:28])=[CH:25][CH:24]=1)C(N)=N.[ClH:50].O1CCO[CH2:53][CH2:52]1>CCCCCC>[ClH:50].[CH2:52]([O:47][C:45](=[O:46])[CH:30]([CH2:31][C:32]1[CH:37]=[CH:36][CH:35]=[C:34]([O:38][C:39]2[CH:44]=[CH:43][CH:42]=[CH:41][CH:40]=2)[CH:33]=1)[NH:29][C:27]([C@H:26]1[CH2:48][CH2:49][C@H:23]([CH2:12][NH2:13])[CH2:24][CH2:25]1)=[O:28])[CH3:53] |f:0.1.2,3.4,6.7|. Procedure details: To the compound (III) (0.60 g), a 4N-hydrogen chloride/1,4-dioxane solution (5 ml) was added, followed by stirring at room temperature for one hour. Hexane (50 ml) was then added and the upper layer was removed by decantation. This procedure was repeated twice and the residue was solidified with ethyl acetate. Thus, N-(trans-4-aminomethylcyclohexylcarbonyl)-3-phenoxy-DL-phenylalanine ethyl ester hydrochloride (0.44 g) was obtained in the form of a white powder. Reactants: N[C@@H](C(=O)N([C@H](CC1=CC2=CC=CC=C2C=C1)C1=NC(=NO1)C)C)CC1=CC2=CC=CC=C2C=C1 ((2R)-2-amino-N-methyl-N-[(1R)-1-(3-methyl-1,2,4-oxadiazol-5-yl)-2-(2-naphthyl)ethyl]-3-(2-naphthyl)propionamide), FC(C(=O)[O-])(F)F (trifluoroacetate), C(C)(C)N(CC)C(C)C (diisopropylethylamine), Cl.CN(CCCN=C=NCC)C (N-(3-Dimethylaminopropyl)-N'-ethylcarbodiimide hydrochloride), O.ON1N=NC2=C1C=CC=C2 (1-hydroxy-benzotriazole monohydrate), C(C)(C)(C)OC(=O)N1C(CC(CC1)C(=O)O)C (2-methylpiperidine-1,4-dicarboxylic acid-1-tert-butylester). Run in CN(C=O)C (N,N-dimethylformamide), CN(C=O)C (N,N-dimethylformamide). Product: C(C)(C)(C)OC(=O)N1C(CCCC1)C (2-methylpiperidine-1-carboxylic acid tert-butyl ester). RXN SMILES: Cl.CN(C)CCCN=C=NCC.O.ON1C2C=CC=CC=2N=N1.[C:24]([O:28][C:29]([N:31]1[CH2:36][CH2:35][CH:34](C(O)=O)[CH2:33][CH:32]1[CH3:40])=[O:30])([CH3:27])([CH3:26])[CH3:25].N[C@H](CC1C=CC2C(=CC=CC=2)C=1)C(N(C)[C@@H](C1ON=C(C)N=1)CC1C=CC2C(=CC=CC=2)C=1)=O.FC(F)(F)C([O-])=O.C(N(C(C)C)CC)(C)C>CN(C)C=O>[C:24]([O:28][C:29]([N:31]1[CH2:36][CH2:35][CH2:34][CH2:33][CH:32]1[CH3:40])=[O:30])([CH3:27])([CH3:25])[CH3:26] |f:0.1,2.3|. Procedure: N-(3-Dimethylaminopropyl)-N'-ethylcarbodiimide hydrochloride (0.46 g, 2.42 mmol) and 1-hydroxy-benzotriazole monohydrate(0.37 g, 2.41 mmol) were added to a solution of 2-methylpiperidine-1,4-dicarboxylic acid-1-tert-butylester (0.59 g, 2.42 mmol) in N,N-dimethylformamide (8 mL). After 30 min at 20° C. a solution of (2R)-2-amino-N-methyl-N-[(1R)-1-(3-methyl-1,2,4-oxadiazol-5-yl)-2-(2-naphthyl)ethyl]-3-(2-naphthyl)propionamide (as a trifluoroacetate) (1.0 g, 1.73 mmol) and diisopropylethylamine (0...